From a dataset of the Open Reaction Database (ORD), a public repository of structured organic reaction records. describe an organic reaction: reactants, conditions, products, and yield Reactants: E2, ClC=1C=C(OC2=C(C#N)C=C(C=C2)CO)C=CC1F (2-(3-chloro-4-fluorophenoxy)-5-(hydroxymethyl)benzonitrile), ClC1=NC(N2C(N(CCC2)C)=C1)=O (8-chloro-1-methyl-3,4-dihydro-1H-pyrimido[1,6-a]pyrimidin-6(2H)-one). Yields the product ClC=1C=C(OC2=C(C#N)C=C(C=C2)COC2=NC(N3C(N(CCC3)C)=C2)=O)C=CC1F (2-(3-chloro-4-fluorophenoxy)-5-(((1-methyl-6-oxo-2,3,4,6-tetrahydro-1H-pyrimido[1,6-a]pyrimidin-8-yl)oxy)methyl)benzonitrile). RXN SMILES: [Cl:1][C:2]1[CH:3]=[C:4]([CH:16]=[CH:17][C:18]=1[F:19])[O:5][C:6]1[CH:13]=[CH:12][C:11]([CH2:14][OH:15])=[CH:10][C:7]=1[C:8]#[N:9].Cl[C:21]1[CH:31]=[C:25]2[N:26]([CH3:30])[CH2:27][CH2:28][CH2:29][N:24]2[C:23](=[O:32])[N:22]=1>>[Cl:1][C:2]1[CH:3]=[C:4]([CH:16]=[CH:17][C:18]=1[F:19])[O:5][C:6]1[CH:13]=[CH:12][C:11]([CH2:14][O:15][C:21]2[CH:31]=[C:25]3[N:26]([CH3:30])[CH2:27][CH2:28][CH2:29][N:24]3[C:23](=[O:32])[N:22]=2)=[CH:10][C:7]=1[C:8]#[N:9]. Procedure details: The title compound or its salt was prepared by a procedure similar to that described for E2 starting from 2-(3-chloro-4-fluorophenoxy)-5-(hydroxymethyl)benzonitrile and 8-chloro-1-methyl-3,4-dihydro-1H-pyrimido[1,6-a]pyrimidin-6(2H)-one. Reactants: C1CCOC1, [H][H], COC(=O)C(=O)Cc1ccccc1. Product: COC(=O)C(O)Cc1ccccc1. As a reaction SMILES: [CH2:16]1[O:17][CH2:18][CH2:19][CH2:20]1.[H:14][H:15].[O:1]=[C:2]([C:3](=[O:4])[O:5][CH3:6])[CH2:7][c:8]1[cH:9][cH:10][cH:11][cH:12][cH:13]1>>[OH:1][CH:2]([C:3](=[O:4])[O:5][CH3:6])[CH2:7][c:8]1[cH:9][cH:10][cH:11][cH:12][cH:13]1.